Dataset: the Open Reaction Database (ORD), a public repository of structured organic reaction records. Task: describe an organic reaction: reactants, conditions, products, and yield The reactants are OC1=C(C(=CC(=C1OC)OC)C)CCCCCCCCCC(=O)O (10-(2-Hydroxy-3,4-dimethoxy-6-methylphenyl)decanoic acid), C1=CC(=CC=C1[N+](=O)[O-])O (p-nitrophenol), C1CCC(CC1)N=C=NC2CCCCC2 (DCC). Solvent: C(C)#N (acetonitrile). Conditions: time 16 hour. The product is [N+](=O)([O-])C1=CC=C(C=C1)OC(CCCCCCCCCC1=C(C(=C(C=C1C)OC)OC)O)=O (10-(2-hydroxy-3,4-dimethoxy-6-methylphenyl)decanoic acid p-nitrophenyl ester). Reaction SMILES: [OH:1][C:2]1[C:7]([O:8][CH3:9])=[C:6]([O:10][CH3:11])[CH:5]=[C:4]([CH3:12])[C:3]=1[CH2:13][CH2:14][CH2:15][CH2:16][CH2:17][CH2:18][CH2:19][CH2:20][CH2:21][C:22]([OH:24])=[O:23].[CH:25]1[C:30]([N+:31]([O-:33])=[O:32])=[CH:29][CH:28]=[C:27](O)[CH:26]=1.C1CCC(N=C=NC2CCCCC2)CC1>C(#N)C>[N+:31]([C:30]1[CH:25]=[CH:26][C:27]([O:23][C:22](=[O:24])[CH2:21][CH2:20][CH2:19][CH2:18][CH2:17][CH2:16][CH2:15][CH2:14][CH2:13][C:3]2[C:4]([CH3:12])=[CH:5][C:6]([O:10][CH3:11])=[C:7]([O:8][CH3:9])[C:2]=2[OH:1])=[CH:28][CH:29]=1)([O-:33])=[O:32]. Procedure details: 10-(2-Hydroxy-3,4-dimethoxy-6-methylphenyl)decanoic acid (236.9 mg, 0.7 mmol) and p-nitrophenol (107.1 mg, 0.77 mmol) were dissolved in acetonitrile (2 ml). To this solution was added DCC (158.9 mg, 0.77 mmol) under ice-cooling. The solution was stirred at room temperature for 16 hours. The insoluble material was removed by filtration and the solvent was evaporated under reduced pressure. The residue was chromatographed on a silica gel column with chloroform as eluent to obtain about 5 m mol of ... Starting materials: C(C)OC(C1=CC=C(C=C1)C(O)C=1C=NC=CC1C)OCC (4-[(4-Methyl-3-pyridyl)hydroxymethyl]benzaldehyde diethylacetal), S(=O)(Cl)Cl (thionyl chloride). The solvent is C1=CC=CC=C1 (benzene). Run at temperature 40 celsius, time 1 hour. Yields the product CC1=C(C=NC=C1)CC1=CC=C(C=O)C=C1 (4-(4-Methyl-3-pyridylmethyl)benzaldehyde). Yield: 59.2%. As a reaction SMILES: C([O:3][CH:4](OCC)[C:5]1[CH:10]=[CH:9][C:8]([CH:11]([C:13]2[CH:14]=[N:15][CH:16]=[CH:17][C:18]=2[CH3:19])O)=[CH:7][CH:6]=1)C.S(Cl)(Cl)=O>C1C=CC=CC=1>[CH3:19][C:18]1[CH:17]=[CH:16][N:15]=[CH:14][C:13]=1[CH2:11][C:8]1[CH:9]=[CH:10][C:5]([CH:4]=[O:3])=[CH:6][CH:7]=1. Procedure details: A mixture of 400 mg of the hydroxymethyl compound (prepared as described in Reference Example 4), 5 ml of benzene and 196 μof thionyl chloride was stirred at 40° C. for one hour, and concentrated under reduced pressure. To the residue was added a saturated aqueous solution of sodium bicarbonate, and the mixture extracted with chloroform. The extract was washed with water, dried over magnesium sulphate and concentrated under reduced pressure. To the residue were added 5 ml of acetic acid and 175 ... Reactants: ClC1=C(C=CC=C1)CC1CN2CCC1(CC2)C(=O)O (3-[(o-chlorophenyl)methyl]-1-azabicyclo[2.2.2]octane-4-carboxylic acid), CC1=C(C=CC=C1)CC1CN2CCC1(CC2)C(=O)O (3-[(o-methylphenyl)methyl]-1-azabicyclo[2.2.2]-octane-4-carboxylic acid), C(C)(C)C=1C=C(C=CC1)CC1CN2CCC1(CC2)C(=O)O (3-[(m-isopropylphenyl)methyl]-1-azabicyclo[2.2.2]octane-4-carboxylic acid), C1(=CC=CC=C1)CC1CN2CCC1(CC2)C(=O)O (3-(phenylmethyl)-1-azabicyclo[2.2.2]octane-4-carboxylic acid), BrC1=CC=C(C=C1)CC1CN2CCC1(CC2)C(=O)O (3-[(p-bromophenyl)methyl]-1-azabicyclo[2.2.2]octane-4-carboxylic acid). The product is CC1=CC=CC=2C(C34CCN(CC3CC21)CC4)=O (9-methyl-3,4,10,10a-tetrahydro-2,4a-ethanobenz[g]isoquinolin-5(1H)-one), BrC=1C=CC2=C(C(C34CCN(CC3C2)CC4)=O)C1 (7-bromo-3,4,10,10a-tetrahydro-2,4a-ethanobenz[g]isoquinolin-5(1H)-one), C(C)(C)C1=CC2=C(C(C34CCN(CC3C2)CC4)=O)C=C1 (8-isopropyl-3,4,10,10a-tetrahydro-2,4a-ethanobenz[g]isoquinolin-5(1H)-one), ClC1=CC=CC=2C(C34CCN(CC3CC21)CC4)=O (9-chloro-3,4,10,10a-tetrahydro-2,4a-ethanobenz[g]isoquinolin-5(1H)-one), hydrochloride salts. Reaction SMILES: [CH3:1][C:2]1[CH:7]=[CH:6][CH:5]=[CH:4][C:3]=1[CH2:8][CH:9]1[C:14]2([C:17]([OH:19])=O)[CH2:15][CH2:16][N:11]([CH2:12][CH2:13]2)[CH2:10]1.[Br:20][C:21]1[CH:26]=[CH:25][C:24]([CH2:27][CH:28]2[C:33]3([C:36]([OH:38])=O)[CH2:34][CH2:35][N:30]([CH2:31][CH2:32]3)[CH2:29]2)=[CH:23][CH:22]=1.[CH:39]([C:42]1[CH:43]=[C:44]([CH2:48][CH:49]2[C:54]3([C:57]([OH:59])=O)[CH2:55][CH2:56][N:51]([CH2:52][CH2:53]3)[CH2:50]2)[CH:45]=[CH:46][CH:47]=1)([CH3:41])[CH3:40].[Cl:60][C:61]1[CH:66]=[CH:65][CH:64]=[CH:63][C:62]=1[CH2:67][CH:68]1[C:73]2([C:76]([OH:78])=O)[CH2:74][CH2:75][N:70]([CH2:71][CH2:72]2)[CH2:69]1.C1(CC2C3(C(O)=O)CCN(CC3)C2)C=CC=CC=1>>[CH3:1][C:2]1[C:3]2[CH2:8][CH:9]3[C:14]4([CH2:13][CH2:12][N:11]([CH2:10]3)[CH2:16][CH2:15]4)[C:17](=[O:19])[C:4]=2[CH:5]=[CH:6][CH:7]=1.[Br:20][C:21]1[CH:22]=[CH:23][C:24]2[CH2:27][CH:28]3[C:33]4([CH2:32][CH2:31][N:30]([CH2:29]3)[CH2:35][CH2:34]4)[C:36](=[O:38])[C:25]=2[CH:26]=1.[CH:39]([C:42]1[CH:47]=[CH:46][C:45]2[C:57](=[O:59])[C:54]34[CH2:55][CH2:56][N:51]([CH2:50][CH:49]3[CH2:48][C:44]=2[CH:43]=1)[CH2:52][CH2:53]4)([CH3:41])[CH3:40].[Cl:60][C:61]1[C:62]2[CH2:67][CH:68]3[C:73]4([CH2:72][CH2:71][N:70]([CH2:69]3)[CH2:75][CH2:74]4)[C:76](=[O:78])[C:63]=2[CH:64]=[CH:65][CH:66]=1. Procedure details: Following essentially the same procedure but substituting 3-[(o-methylphenyl)methyl]-1-azabicyclo[2.2.2]-octane-4-carboxylic acid, 3-[(p-bromophenyl)methyl]-1-azabicyclo[2.2.2]octane-4-carboxylic acid, 3-[(m-isopropylphenyl)methyl]-1-azabicyclo[2.2.2]octane-4-carboxylic acid, and 3-[(o-chlorophenyl)methyl]-1-azabicyclo[2.2.2]octane-4-carboxylic acid for the 3-(phenylmethyl)-1-azabicyclo[2.2.2]octane-4-carboxylic acid above results in the formation of 9-methyl-3,4,10,10a-tetrahydro-2,4a-ethanoben... Product: COC(=O)C=C1Cc2ccc(OCc3ccccc3)cc21. RXN SMILES: [CH2:20]([c:21]1[cH:22][cH:23][cH:24][cH:25][cH:26]1)[O:27][c:28]1[cH:29][cH:30][c:31]2[c:32]([cH:33]1)[C:34](=[O:36])[CH2:35]2.[CH2:43]1[O:44][CH2:45][CH2:46][CH2:47]1.[CH3:11][Si:12]([CH2:13][C:14](=[O:15])[O:16][CH3:17])([CH3:18])[CH3:19].[CH3:1][Si:2]([N-:3][Si:4]([CH3:5])([CH3:6])[CH3:7])([CH3:8])[CH3:9].[CH3:37][CH2:38][O:39][C:40]([CH3:41])=[O:42].[Li+:10]>>[CH:13]([C:14](=[O:15])[O:16][CH3:17])=[C:34]1[c:32]2[c:31]([cH:30][cH:29][c:28]([O:27][CH2:20][c:21]3[cH:22][cH:23][cH:24][cH:25][cH:26]3)[cH:33]2)[CH2:35]1. Reactants: O=C1Cc2ccc(OCc3ccccc3)cc21, C1CCOC1, COC(=O)C[Si](C)(C)C, C[Si](C)(C)[N-][Si](C)(C)C, CCOC(C)=O, [Li+]. Reactants: C(CC)Br (1-propyl bromide), [H-].[Na+] (sodium hydride), C(CC)Br (1-propyl bromide), ice water, [H-].[Na+] (sodium hydride), [I-].[K+] (potassium iodide), Br.Br.OC1=CC=C(C=C1)C=1N=C2N(C1C1=CC=NC=C1)CCC2 (2-(4-hydroxyphenyl)-3 (4-pyridyl)-6,7-dihydro [5H]-pyrrolo[1,2-a]imidazole dihydrobromide). Run in CN(C=O)C (dimethylformamide), CN(C=O)C (dimethylformamide). Run at time 8 hour. The product is C(CC)OC1=CC=C(C=C1)C=1N=C2N(C1C1=CC=NC=C1)CCC2 ((4-(1-Propoxy)phenyl)-3 (4-pyridyl) 6,7-dihydro-[5H]pyrrolo[1,2 a]imidazole). As a reaction SMILES: Br.Br.[OH:3][C:4]1[CH:9]=[CH:8][C:7]([C:10]2[N:11]=[C:12]3[CH2:23][CH2:22][CH2:21][N:13]3[C:14]=2[C:15]2[CH:20]=[CH:19][N:18]=[CH:17][CH:16]=2)=[CH:6][CH:5]=1.[H-].[Na+].[I-].[K+].[CH2:28](Br)[CH2:29][CH3:30]>CN(C)C=O>[CH2:28]([O:3][C:4]1[CH:5]=[CH:6][C:7]([C:10]2[N:11]=[C:12]3[CH2:23][CH2:22][CH2:21][N:13]3[C:14]=2[C:15]2[CH:20]=[CH:19][N:18]=[CH:17][CH:16]=2)=[CH:8][CH:9]=1)[CH2:29][CH3:30] |f:0.1.2,3.4,5.6|. Procedure details: A stirred solution of 1.2 g (2.7 mmoles) of 2-(4-hydroxyphenyl)-3 (4-pyridyl)-6,7-dihydro [5H]-pyrrolo[1,2-a]imidazole dihydrobromide of Example 10 in 20 ml of dry dimethylformamide cooled in an ice bath was treated with 360 mg (9.0 mmoles) of 60% sodium hydride dispersion and allowed to warm to room temperature. 450 mg (2.7 mmoles) of powdered potassium iodide was added, followed by dropwise addition of a solution of 332 mg (2.7 mmoles) of 1-propyl bromide in 2 ml of dimethylformamide. After 2 ...